From a dataset of the Open Reaction Database (ORD), a public repository of structured organic reaction records. describe an organic reaction: reactants, conditions, products, and yield Starting materials: C1(=CC=C(C=C1)C(CC)=NOCCO)C1=CC=CC=C1 (2-[1-(4-biphenylyl)-propylideneaminooxy]ethanol), N(=NC(=O)OCC)C(=O)OCC (diethyl azodicarboxylate), OC1=CC=C(CC2C(N(C(S2)=O)C(C2=CC=CC=C2)(C2=CC=CC=C2)C2=CC=CC=C2)=O)C=C1 (5-(4-hydroxybenzyl)-3-tritylthiazolidine-2,4-dione), C1(=CC=CC=C1)P(C1=CC=CC=C1)C1=CC=CC=C1 (triphenylphosphine). The product is C1(=CC=C(C=C1)C(CC)=NOCCOC1=CC=C(CC2C(N(C(S2)=O)C(C2=CC=CC=C2)(C2=CC=CC=C2)C2=CC=CC=C2)=O)C=C1)C1=CC=CC=C1 (5-(4-{2-[1-(4-Biphenylyl)propylideneaminooxy]-ethoxy}benzyl)-3-tritylthiazolidine-2,4-dione). Yield: 76.0%. RXN SMILES: [C:1]1([C:15]2[CH:20]=[CH:19][CH:18]=[CH:17][CH:16]=2)[CH:6]=[CH:5][C:4]([C:7](=[N:10][O:11][CH2:12][CH2:13][OH:14])[CH2:8][CH3:9])=[CH:3][CH:2]=1.O[C:22]1[CH:54]=[CH:53][C:25]([CH2:26][CH:27]2[S:31][C:30](=[O:32])[N:29]([C:33]([C:46]3[CH:51]=[CH:50][CH:49]=[CH:48][CH:47]=3)([C:40]3[CH:45]=[CH:44][CH:43]=[CH:42][CH:41]=3)[C:34]3[CH:39]=[CH:38][CH:37]=[CH:36][CH:35]=3)[C:28]2=[O:52])=[CH:24][CH:23]=1.C1(P(C2C=CC=CC=2)C2C=CC=CC=2)C=CC=CC=1.N(C(OCC)=O)=NC(OCC)=O>>[C:1]1([C:15]2[CH:16]=[CH:17][CH:18]=[CH:19][CH:20]=2)[CH:2]=[CH:3][C:4]([C:7](=[N:10][O:11][CH2:12][CH2:13][O:14][C:22]2[CH:54]=[CH:53][C:25]([CH2:26][CH:27]3[S:31][C:30](=[O:32])[N:29]([C:33]([C:46]4[CH:51]=[CH:50][CH:49]=[CH:48][CH:47]=4)([C:40]4[CH:41]=[CH:42][CH:43]=[CH:44][CH:45]=4)[C:34]4[CH:39]=[CH:38][CH:37]=[CH:36][CH:35]=4)[C:28]3=[O:52])=[CH:24][CH:23]=2)[CH2:8][CH3:9])=[CH:5][CH:6]=1. Procedure details: Following a procedure similar to that described in Example 1(a), but using 539 mg of 2-[1-(4-biphenylyl)-propylideneaminooxy]ethanol (prepared as described in Preparation 38), 1.02 g of 5-(4-hydroxybenzyl)-3-tritylthiazolidine-2,4-dione, 577 mg of triphenylphosphine and 383 mg of diethyl azodicarboxylate, 1.09 g of the title compound were obtained as a foam-like solid. Starting materials: CN(C)C=O (DMF), C1CCOC1 (THF), C(C1=CC=CC=C1)Br (benzyl bromide), [H-].[Na+] (Sodium hydride), 36B, C(C1=CC=CC=C1)Br (benzyl bromide). Solvent: CCCCCC (hexane). Reaction conditions: time 4 hour. Yields the product C(C1=CC=CC=C1)N1C2=CC=CC=C2C=2C(CCCC12)=O (9-Benzyl-1,2,3,9-tetrahydro-4H-carbazol-4-one). The yield is 79.0%. Reaction SMILES: [H-].[Na+].[CH3:3][N:4]([CH:6]=O)[CH3:5].[CH2:8]1[CH2:12][O:11][CH2:10][CH2:9]1.C(Br)[C:14]1[CH:19]=[CH:18][CH:17]=[CH:16][CH:15]=1>CCCCCC>[CH2:6]([N:4]1[C:3]2[CH2:12][CH2:8][CH2:9][C:10](=[O:11])[C:17]=2[C:16]2[C:5]1=[CH:18][CH:19]=[CH:14][CH:15]=2)[C:14]1[CH:15]=[CH:16][CH:17]=[CH:18][CH:19]=1 |f:0.1|. Procedure details: Sodium hydride (60% in oil; 0.207 g, 5.18 mmol) is washed three times with hexane. DMF (3 mL) is added, followed by 36B added in portions. A moderate exotherm ensued; THF (3 mL) is added. After ten minutes benzyl bromide (1.047 g, 6.12 mmol) is added. After stirring for 4 h, an additional 0.1 g of benzyl bromide is added. The mixture is stirred overnight and then the solvents are removed; the residue is partitioned between CH2C2 and aq. sodium bicarbonate. The organic layers are dried over sodiu... Starting materials: C(C)OC(=O)C=1C(=C2C(=CN1)N(C(=C2Br)Br)CC2=C(C=CC=C2)OC)O (2,3-dibromo-1-(2-methoxy-benzyl)-4-hydroxy-1H-pyrrolo[2,3-c]pyridine-5-carboxylic acid ethyl ester), C(=O)[O-].[NH4+] (ammonium formate). The reagents and catalysts are [Pd] (Pd/C). Product: C(C)OC(=O)C=1C(=C2C(=CN1)N(C=C2)CC2=C(C=CC=C2)OC)O (1-(2-Methoxy-benzyl)-4-hydroxy-1H-pyrrolo[2,3-c]pyridine-5-carboxylic acid ethyl ester). RXN SMILES: [CH2:1]([O:3][C:4]([C:6]1[C:7]([OH:26])=[C:8]2[C:14](Br)=[C:13](Br)[N:12]([CH2:17][C:18]3[CH:23]=[CH:22][CH:21]=[CH:20][C:19]=3[O:24][CH3:25])[C:9]2=[CH:10][N:11]=1)=[O:5])[CH3:2].C([O-])=O.[NH4+]>[Pd]>[CH2:1]([O:3][C:4]([C:6]1[C:7]([OH:26])=[C:8]2[CH:14]=[CH:13][N:12]([CH2:17][C:18]3[CH:23]=[CH:22][CH:21]=[CH:20][C:19]=3[O:24][CH3:25])[C:9]2=[CH:10][N:11]=1)=[O:5])[CH3:2] |f:1.2|. Procedure: Prepared in analogy to that of Example 6(a) from 2,3-dibromo-1-(2-methoxy-benzyl)-4-hydroxy-1H-pyrrolo[2,3-c]pyridine-5-carboxylic acid ethyl ester, ammonium formate and Pd/C. The title compound, ESI MS (m/z): 327 (M+H)+. Starting materials: [Cl-] (chloride), ClC1=C2C(=NC(=C1)OC1CCCC1)CCC2 (4-chloro-2-(cyclopentyloxy)-6,7-dihydro-5H-cyclopenta[b]pyridine), CC1(OB(OC1(C)C)CC1=CC=C(C=C1)CC(=O)OC)C (methyl 2-(4-((4,4,5,5-tetramethyl-1,3,2-dioxaborolan-2-yl)methyl)phenyl)acetate), C(=O)([O-])[O-].[Na+].[Na+] (Na2CO3). Reagents/catalysts: C1=CC=C(C=C1)P([C-]2C=CC=C2)C3=CC=CC=C3.C1=CC=C(C=C1)P([C-]2C=CC=C2)C3=CC=CC=C3.Cl[Pd]Cl.[Fe+2] (Pd(dppf)Cl2). The solvent is O (water), O1CCOCC1 (Dioxane). The product is C1(CCCC1)OC1=CC(=C2C(=N1)CCC2)CC2=CC=C(C=C2)CC(=O)O (2-(4-((2-(cyclopentyloxy)-6,7-dihydro-5H-cyclopenta[b]pyridin-4-yl)methyl)phenyl)acetic acid). RXN SMILES: Cl[C:2]1[CH:7]=[C:6]([O:8][CH:9]2[CH2:13][CH2:12][CH2:11][CH2:10]2)[N:5]=[C:4]2[CH2:14][CH2:15][CH2:16][C:3]=12.CC1(C)C(C)(C)OB([CH2:25][C:26]2[CH:31]=[CH:30][C:29]([CH2:32][C:33]([O:35]C)=[O:34])=[CH:28][CH:27]=2)O1.C([O-])([O-])=O.[Na+].[Na+].[Cl-]>C1C=CC(P(C2C=CC=CC=2)[C-]2C=CC=C2)=CC=1.C1C=CC(P(C2C=CC=CC=2)[C-]2C=CC=C2)=CC=1.Cl[Pd]Cl.[Fe+2].O.O1CCOCC1>[CH:9]1([O:8][C:6]2[N:5]=[C:4]3[CH2:14][CH2:15][CH2:16][C:3]3=[C:2]([CH2:25][C:26]3[CH:27]=[CH:28][C:29]([CH2:32][C:33]([OH:35])=[O:34])=[CH:30][CH:31]=3)[CH:7]=2)[CH2:13][CH2:12][CH2:11][CH2:10]1 |f:2.3.4,6.7.8.9|. Procedure: A 20-mL sealed tube, with stirrer bar, was charged with 4-chloro-2-(cyclopentyloxy)-6,7-dihydro-5H-cyclopenta[b]pyridine (0.103 g, 0.43 mol), methyl 2-(4-((4,4,5,5-tetramethyl-1,3,2-dioxaborolan-2-yl)methyl)phenyl)acetate (0.126 g, 0.43 mmol), Pd(dppf)Cl2 (0.035 g, 0.043 mmol), and powdered Na2CO3 (0.184 g, 1.74 mmol). Dioxane (4 mL) and water (2 mL) were added. The resulting mixture was stirred under Ar at 90° C. for 24 h. until the starting chloride was consumed. After this time, the mixture w... Product: NC1=C(C=C(C=C1)OC1=CC=CC=C1)SC(C(C(=O)O)O)C1=CC(=C(C=C1)OC)F (3-(2-Amino-5-phenoxyphenyl)thio-3-(3-fluoro-4-methoxyphenyl)-2-hydroxypropionic acid). The reactants are NC1=C(C=C(C=C1)OC1=CC=CC=C1)SC(C(C(=O)OCC)O)C1=CC(=C(C=C1)OC)F (ethyl 3-(2-amino-5-phenoxyphenyl)thio-3-(3-fluoro-4-methoxyphenyl)-2-hydroxypropionate), O (water), S(=O)(=O)(O)[O-].[K+] (potassium hydrogen sulfate), [OH-].[K+] (caustic potash). The solvent is C(C)(=O)OCC (ethyl acetate), C(C)O (ethanol). Procedure details: Following a procedure similar to that described in Example 1(b), 1.85 g of ethyl 3-(2-amino-5-phenoxyphenyl)thio-3-(3-fluoro-4-methoxyphenyl)-2-hydroxypropionate [prepared as described in step (a) above ] was hydrolyzed in ethanol using an aqueous solution prepared from 334 mg of 85% caustic potash. After water and ethyl acetate had been added to the reaction mixture, its pH was adjusted to a value of 3 by the addition of an aqueous solution of potassium hydrogen sulfate. The mixture was then ex... Yield: 53.1%. Reaction SMILES: [NH2:1][C:2]1[CH:7]=[CH:6][C:5]([O:8][C:9]2[CH:14]=[CH:13][CH:12]=[CH:11][CH:10]=2)=[CH:4][C:3]=1[S:15][CH:16]([C:24]1[CH:29]=[CH:28][C:27]([O:30][CH3:31])=[C:26]([F:32])[CH:25]=1)[CH:17]([OH:23])[C:18]([O:20]CC)=[O:19].[OH-].[K+].O.S([O-])(O)(=O)=O.[K+]>C(O)C.C(OCC)(=O)C>[NH2:1][C:2]1[CH:7]=[CH:6][C:5]([O:8][C:9]2[CH:14]=[CH:13][CH:12]=[CH:11][CH:10]=2)=[CH:4][C:3]=1[S:15][CH:16]([C:24]1[CH:29]=[CH:28][C:27]([O:30][CH3:31])=[C:26]([F:32])[CH:25]=1)[CH:17]([OH:23])[C:18]([OH:20])=[O:19] |f:1.2,4.5|. The reactants are E2, ClC1=NC(N2C(N(CCC2)C2CC2)=C1)=O (8-chloro-1-cyclopropyl-3,4-dihydro-1H-pyrimido[1,6-a]pyrimidin-6(2H)-one), ClC1=C(C=C(OC2=C(C=C(C=C2)CO)F)C=C1)C(F)(F)F ((4-(4-chloro-3-(trifluoromethyl)phenoxy)-3-fluorophenyl)methanol). Yields the product ClC1=C(C=C(OC2=C(C=C(COC3=NC(N4C(N(CCC4)C4CC4)=C3)=O)C=C2)F)C=C1)C(F)(F)F (8-((4-(4-chloro-3-(trifluoromethyl)phenoxy)-3-fluorobenzyl)oxy)-1-cyclopropyl-3,4-dihydro-1H-pyrimido[1,6-a]pyrimidin-6(2H)-one). RXN SMILES: Cl[C:2]1[CH:14]=[C:6]2[N:7]([CH:11]3[CH2:13][CH2:12]3)[CH2:8][CH2:9][CH2:10][N:5]2[C:4](=[O:15])[N:3]=1.[Cl:16][C:17]1[CH:32]=[CH:31][C:20]([O:21][C:22]2[CH:27]=[CH:26][C:25]([CH2:28][OH:29])=[CH:24][C:23]=2[F:30])=[CH:19][C:18]=1[C:33]([F:36])([F:35])[F:34]>>[Cl:16][C:17]1[CH:32]=[CH:31][C:20]([O:21][C:22]2[CH:27]=[CH:26][C:25]([CH2:28][O:29][C:2]3[CH:14]=[C:6]4[N:7]([CH:11]5[CH2:13][CH2:12]5)[CH2:8][CH2:9][CH2:10][N:5]4[C:4](=[O:15])[N:3]=3)=[CH:24][C:23]=2[F:30])=[CH:19][C:18]=1[C:33]([F:36])([F:34])[F:35]. Procedure: The title compound was prepared by a procedure similar to that described for E2 starting from 8-chloro-1-cyclopropyl-3,4-dihydro-1H-pyrimido[1,6-a]pyrimidin-6(2H)-one and (4-(4-chloro-3-(trifluoromethyl)phenoxy)-3-fluorophenyl)methanol. Reactants: FC(F)(F)Oc1ccc(CBr)cc1, CC#N, CCOC(C)=O, NC(=O)C1CCCCC1NS(=O)(=O)c1ccc(Cl)cc1. The product is NC(=O)C1CCCCC1N(Cc1ccc(OC(F)(F)F)cc1)S(=O)(=O)c1ccc(Cl)cc1. RXN SMILES: [Br:21][CH2:22][c:23]1[cH:24][cH:25][c:26]([O:29][C:30]([F:31])([F:32])[F:33])[cH:27][cH:28]1.[CH3:34][C:35]#[N:36].[CH3:37][CH2:38][O:39][C:40]([CH3:41])=[O:42].[Cl:1][c:2]1[cH:3][cH:4][c:5]([S:8](=[O:9])(=[O:10])[NH:11][CH:12]2[CH:13]([C:18](=[O:19])[NH2:20])[CH2:14][CH2:15][CH2:16][CH2:17]2)[cH:6][cH:7]1>>[Cl:1][c:2]1[cH:3][cH:4][c:5]([S:8](=[O:9])(=[O:10])[N:11]([CH:12]2[CH:13]([C:18](=[O:19])[NH2:20])[CH2:14][CH2:15][CH2:16][CH2:17]2)[CH2:22][c:23]2[cH:24][cH:25][c:26]([O:29][C:30]([F:31])([F:32])[F:33])[cH:27][cH:28]2)[cH:6][cH:7]1. The reactants are C(#N)C(=O)OCC (ethyl cyanoformate), COC=1C=C2CCC(C2=CC1)=O (5-methoxyindan-1-one), solution, C[Si](C)(C)[N-][Si](C)(C)C.[Li+] (lithium bis(trimethylsilyl)amide). Run in C1CCOC1 (THF), C1CCOC1 (THF). Run at time 40 minute. Product: COC=1C=C2CC(C(C2=CC1)=O)C(=O)OCC (ethyl 5-methoxy-1-oxoindane-2-carboxylate). As a reaction SMILES: [CH3:1][O:2][C:3]1[CH:4]=[C:5]2[C:9](=[CH:10][CH:11]=1)[C:8](=[O:12])[CH2:7][CH2:6]2.C[Si]([N-][Si](C)(C)C)(C)C.[Li+].C([C:25]([O:27][CH2:28][CH3:29])=[O:26])#N>C1COCC1>[CH3:1][O:2][C:3]1[CH:4]=[C:5]2[C:9](=[CH:10][CH:11]=1)[C:8](=[O:12])[CH:7]([C:25]([O:27][CH2:28][CH3:29])=[O:26])[CH2:6]2 |f:1.2|. Reported procedure: To a solution of 5-methoxyindan-1-one (15.0 g, 92.5 mmol) in THF (370 mL) at −78° C. was added a 1.0 M solution of lithium bis(trimethylsilyl)amide in THF (200 mL, 200 mmol) via an addition funnel during 15 minutes. After 40 minutes, ethyl cyanoformate (14.0 mL, 142 mmol) was added during several minutes and the reaction mixture was allowed to warm gradually. After 30 minutes, the reaction mixture was partitioned between EtOAc and dilute aqueous HCl and the organic phase was washed with water an... Starting materials: O=C1CCC(=O)N1Br, CON=CCNC(=O)c1ccccc1C(=O)Nc1ccc(C(F)(F)C(F)(F)F)cc1C, O=C1CCC(=O)N1I. Yields the product CON=CCNC(=O)c1c(I)cccc1C(=O)Nc1ccc(C(F)(F)C(F)(F)F)cc1C. Reaction SMILES: [Br:32][N:33]1[C:34](=[O:35])[CH2:36][CH2:37][C:38]1=[O:39].[CH3:1][O:2][N:3]=[CH:4][CH2:5][NH:6][C:7](=[O:8])[c:9]1[c:10]([C:11](=[O:12])[NH:13][c:14]2[c:15]([CH3:27])[cH:16][c:17]([C:20]([C:21]([F:22])([F:23])[F:24])([F:25])[F:26])[cH:18][cH:19]2)[cH:28][cH:29][cH:30][cH:31]1.[I:40][N:41]1[C:42](=[O:43])[CH2:44][CH2:45][C:46]1=[O:47]>>[CH3:1][O:2][N:3]=[CH:4][CH2:5][NH:6][C:7](=[O:8])[c:9]1[c:10]([C:11](=[O:12])[NH:13][c:14]2[c:15]([CH3:27])[cH:16][c:17]([C:20]([C:21]([F:22])([F:23])[F:24])([F:25])[F:26])[cH:18][cH:19]2)[cH:28][cH:29][cH:30][c:31]1[I:40].